Dataset: the Open Reaction Database (ORD), a public repository of structured organic reaction records. Task: describe an organic reaction: reactants, conditions, products, and yield The reactants are C(CCC)C=1N=C(NC(C1CC1=CC=C(C=C1)C=1C(=CC=CC1)C#N)=O)C (4′-[(4-butyl-2-methyl-6-oxo-1,6-dihydropyrimidin-5-yl)methyl]biphenyl-2-carbonitrile), [H-].[Na+] (sodium hydride), CN(C=O)C (N,N-dimethylformamide), ClC=1SC(=CC1)CCl (2-chloro-5-(chloromethyl)thiophene). Solvent: C(C)(=O)OCC (ethyl acetate). Run at time 10 minute. Product: C(CCC)C=1N=C(N(C(C1CC1=CC=C(C=C1)C=1C(=CC=CC1)C#N)=O)CC=1SC(=CC1)Cl)C (4′-({4-butyl-1-[(5-chloro-2-thienyl)methyl]-2-methyl-6-oxo-1,6-dihydropyrimidin-5-yl}methyl)biphenyl-2-carbonitrile). Yield: 46.1%. As a reaction SMILES: [CH2:1]([C:5]1[N:6]=[C:7]([CH3:27])[NH:8][C:9](=[O:26])[C:10]=1[CH2:11][C:12]1[CH:17]=[CH:16][C:15]([C:18]2[C:19]([C:24]#[N:25])=[CH:20][CH:21]=[CH:22][CH:23]=2)=[CH:14][CH:13]=1)[CH2:2][CH2:3][CH3:4].[H-].[Na+].CN(C)C=O.[Cl:35][C:36]1[S:37][C:38]([CH2:41]Cl)=[CH:39][CH:40]=1>C(OCC)(=O)C>[CH2:1]([C:5]1[N:6]=[C:7]([CH3:27])[N:8]([CH2:41][C:38]2[S:37][C:36]([Cl:35])=[CH:40][CH:39]=2)[C:9](=[O:26])[C:10]=1[CH2:11][C:12]1[CH:17]=[CH:16][C:15]([C:18]2[C:19]([C:24]#[N:25])=[CH:20][CH:21]=[CH:22][CH:23]=2)=[CH:14][CH:13]=1)[CH2:2][CH2:3][CH3:4] |f:1.2|. Reported procedure: A mixture of 4′-[(4-butyl-2-methyl-6-oxo-1,6-dihydropyrimidin-5-yl)methyl]biphenyl-2-carbonitrile (1 g), sodium hydride (0.17 g) and N,N-dimethylformamide (10 mL) was stirred at room temperature for 10 min, 2-chloro-5-(chloromethyl)thiophene (2.39 g) was added, and the mixture was stirred at room temperature for 16 hr. The reaction mixture was diluted with ethyl acetate, washed with 5% aqueous potassium hydrogen sulfate solution and then with saturated brine, and dried over anhydrous magnesium s... The reactants are CN, ClCCC(c1ccccc1)n1ccc2c(Cl)cccc21. Yields the product CNCCC(c1ccccc1)n1ccc2c(Cl)cccc21. Reaction SMILES: [CH3:21][NH2:22].[Cl:1][c:2]1[c:3]2[cH:4][cH:5][n:6]([CH:11]([CH2:12][CH2:13][Cl:14])[c:15]3[cH:16][cH:17][cH:18][cH:19][cH:20]3)[c:7]2[cH:8][cH:9][cH:10]1>>[Cl:1][c:2]1[c:3]2[cH:4][cH:5][n:6]([CH:11]([CH2:12][CH2:13][NH:22][CH3:21])[c:15]3[cH:16][cH:17][cH:18][cH:19][cH:20]3)[c:7]2[cH:8][cH:9][cH:10]1. The reactants are CCOC(C)=O, COc1ccc2c(Oc3ccc(NC(=O)c4c(C)n(CC(C)OC(=O)C(C)NC(=O)OCc5ccccc5)n(-c5ccccc5)c4=O)cc3F)ccnc2c1. Product: COc1ccc2c(Oc3ccc(NC(=O)c4c(C)n(CC(C)OC(=O)C(C)N)n(-c5ccccc5)c4=O)cc3F)ccnc2c1. Reaction SMILES: [CH3:56][CH2:57][O:58][C:59]([CH3:60])=[O:61].[F:1][c:2]1[cH:3][c:4]([NH:21][C:22](=[O:23])[c:24]2[c:25](=[O:55])[n:26](-[c:49]3[cH:50][cH:51][cH:52][cH:53][cH:54]3)[n:27]([CH2:30][CH:31]([CH3:32])[O:33][C:34]([CH:35]([CH3:36])[NH:37][C:38]([O:39][CH2:40][c:41]3[cH:42][cH:43][cH:44][cH:45][cH:46]3)=[O:47])=[O:48])[c:28]2[CH3:29])[cH:5][cH:6][c:7]1[O:8][c:9]1[cH:10][cH:11][n:12][c:13]2[cH:14][c:15]([O:19][CH3:20])[cH:16][cH:17][c:18]12>>[F:1][c:2]1[cH:3][c:4]([NH:21][C:22](=[O:23])[c:24]2[c:25](=[O:55])[n:26](-[c:49]3[cH:50][cH:51][cH:52][cH:53][cH:54]3)[n:27]([CH2:30][CH:31]([CH3:32])[O:33][C:34]([CH:35]([CH3:36])[NH2:37])=[O:48])[c:28]2[CH3:29])[cH:5][cH:6][c:7]1[O:8][c:9]1[cH:10][cH:11][n:12][c:13]2[cH:14][c:15]([O:19][CH3:20])[cH:16][cH:17][c:18]12. Conditions: time 5 minute. Reported procedure: To a solution of 3,4-dimethoxyacetophenone (78.90 mg, 0.438 mmol) in methanol (5 mL) was added 2N Ba(OH)2 solution (2 mL) and stirred for 5 minutes. Then added 2-(4-methoxyphenylamino) nicotinaldehyde (100 mg, 0.438 mmol) and the reaction mixture was stirred at a temperature of 30° C. for 6h and the reaction was monitored by TLC. After 8h the reaction mixture was acidified with 2N HCl. The resulting precipitate was filtered, washed thoroughly with water and dried over anhydrous CaCl2. The precip... Solvent: CO (methanol). Isolated yield 88.0%. Starting materials: CC(=O)C1=CC(=C(C=C1)OC)OC (3,4-dimethoxyacetophenone), Ba(OH)2, 8h, COC1=CC=C(C=C1)NC1=C(C=O)C=CC=N1 (2-(4-methoxyphenylamino) nicotinaldehyde), COC1=CC=C(C=C1)NC1=NC=CC=C1C=CC(=O)C1=CC(=C(C(=C1)OC)OC)OC (3-(2-(4-Methoxyphenylamino) pyridin-3-yl)-1-(3,4,5-trimethoxyphenyl)prop-2-en-1-one), Cl (HCl). The product is COC=1C=C(C=CC1OC)C(C=CC=1C(=NC=CC1)NC1=CC=C(C=C1)OC)=O (1-(3,4-Dimethoxyphenyl)-3-(2-(4-methoxyphenylamino)pyridin-3-yl)prop-2-en-1-one). Reaction SMILES: CC(C1C=CC(OC)=C(OC)C=1)=O.COC1C=CC(NC2N=CC=CC=2C=O)=CC=1.[CH3:31][O:32][C:33]1[CH:38]=[CH:37][C:36]([NH:39][C:40]2[C:45]([CH:46]=[CH:47][C:48]([C:50]3[CH:55]=[C:54](OC)[C:53]([O:58][CH3:59])=[C:52]([O:60][CH3:61])[CH:51]=3)=[O:49])=[CH:44][CH:43]=[CH:42][N:41]=2)=[CH:35][CH:34]=1.Cl>CO>[CH3:61][O:60][C:52]1[CH:51]=[C:50]([C:48](=[O:49])[CH:47]=[CH:46][C:45]2[C:40]([NH:39][C:36]3[CH:35]=[CH:34][C:33]([O:32][CH3:31])=[CH:38][CH:37]=3)=[N:41][CH:42]=[CH:43][CH:44]=2)[CH:55]=[CH:54][C:53]=1[O:58][CH3:59]. Procedure details: An orange solution of N-(7-chloro-2-methylpyrazolo[1,5-a]pyrimidin-5-yl)-4-(trifluoromethoxy)benzamide (14A, 69 mg, 0.186 mmol), 2-(piperidin-4-yl)acetamide hydrochloride (40 mg, 0.279 mmol), and N,N-diisopropylethylamine (96 mg, 0.745 mmol) in DMF (1.8 mL) was stirred at 100° C. for 2 h, cooled to 80° C., and stirred overnight. After cooling to room temperature, the mixture was diluted with a few drops of DMSO and methanol, filtered, and then purified by preparatory HPLC (30-40% MeCN/H2O gradie... Conditions: temperature 80 celsius, time 8 hour. Reagents/catalysts: CS(=O)C (DMSO). Isolated yield 14.8%. Run in CN(C)C=O (DMF), CO (methanol). The reactants are ClC1=CC(=NC=2N1N=C(C2)C)NC(C2=CC=C(C=C2)OC(F)(F)F)=O (N-(7-chloro-2-methylpyrazolo[1,5-a]pyrimidin-5-yl)-4-(trifluoromethoxy)benzamide), Cl.N1CCC(CC1)CC(=O)N (2-(piperidin-4-yl)acetamide hydrochloride), C(C)(C)N(C(C)C)CC (N,N-diisopropylethylamine). RXN SMILES: Cl[C:2]1[N:7]2[N:8]=[C:9]([CH3:11])[CH:10]=[C:6]2[N:5]=[C:4]([NH:12][C:13](=[O:25])[C:14]2[CH:19]=[CH:18][C:17]([O:20][C:21]([F:24])([F:23])[F:22])=[CH:16][CH:15]=2)[CH:3]=1.Cl.[NH:27]1[CH2:32][CH2:31][CH:30]([CH2:33][C:34]([NH2:36])=[O:35])[CH2:29][CH2:28]1.C(N(CC)C(C)C)(C)C>CN(C=O)C.CS(C)=O.CO>[NH2:36][C:34](=[O:35])[CH2:33][CH:30]1[CH2:31][CH2:32][N:27]([C:2]2[N:7]3[N:8]=[C:9]([CH3:11])[CH:10]=[C:6]3[N:5]=[C:4]([NH:12][C:13](=[O:25])[C:14]3[CH:19]=[CH:18][C:17]([O:20][C:21]([F:24])([F:23])[F:22])=[CH:16][CH:15]=3)[CH:3]=2)[CH2:28][CH2:29]1 |f:1.2|. The product is NC(CC1CCN(CC1)C1=CC(=NC=2N1N=C(C2)C)NC(C2=CC=C(C=C2)OC(F)(F)F)=O)=O (N-(7-(4-(2-amino-2-oxoethyl)piperidin-1-yl)-2-methylpyrazolo[1,5-a]pyrimidin-5-yl)-4-(trifluoromethoxy)benzamide). Starting materials: C(C)OC(C1=CC=C(C=C1)NC(C(C1CCCCC1)N1C(=NC2=C1C=C(C(=C2)F)F)C2=CC=C(C=C2)Cl)=O)=O (4-{2-[2-(4-chloro-phenyl)-5,6-difluoro-benzoimidazol-1-yl]-2-cyclohexyl-acetylamino}-benzoic acid ethyl ester), ClC1=CC=C(C=C1)C1=NC2=C(N1C(C(=O)NC1=CC=C(C(=O)O)C=C1)C1CCCCC1)C=C(C(=C2)F)F (4-{2-[2-(4-Chloro-phenyl)-5,6-difluoro-benzoimidazol-1-yl]-2-cyclohexyl-acetylamino}-benzoic acid), ClC1=CC=C(C=C1)C1=NC2=C(N1C(C(=O)NC1=CC=C(C(=O)O)C=C1)C1CCCCC1)C=C(C(=C2)F)F (4-{2-[2-(4-Chloro-phenyl)-5,6-difluoro-benzoimidazol-1-yl]-2-cyclohexyl-acetylamino}-benzoic acid), COC(C1=CC(=C(C=C1)N)OC)=O (4-amino-3-methoxy-benzoic acid methyl ester). Solvent: N1=CC=CC=C1 (pyridine). Yields the product COC(C1=CC(=C(C=C1)NC(C(C1CCCCC1)N1C(=NC2=C1C=C(C(=C2)F)F)C2=CC=C(C=C2)Cl)=O)OC)=O (4-{2-[2-(4-Chloro-phenyl)-5,6-difluoro-benzoimidazol-1-yl]-2-cyclohexyl-acetylamino}-3-methoxy-benzoic acid methyl ester). Yield: 74.0%. RXN SMILES: [CH2:1]([O:3][C:4](=[O:39])[C:5]1[CH:10]=[CH:9][C:8]([NH:11][C:12](=[O:38])[CH:13]([N:20]2[C:24]3[CH:25]=[C:26]([F:30])[C:27]([F:29])=[CH:28][C:23]=3[N:22]=[C:21]2[C:31]2[CH:36]=[CH:35][C:34]([Cl:37])=[CH:33][CH:32]=2)[CH:14]2[CH2:19][CH2:18][CH2:17][CH2:16][CH2:15]2)=[CH:7][CH:6]=1)C.ClC1C=CC(C2N(C(C3CCCCC3)[C:53](NC3C=CC(C(O)=O)=CC=3)=[O:54])C3C=C(F)C(F)=CC=3N=2)=CC=1.COC(=O)C1C=CC(N)=C(OC)C=1>N1C=CC=CC=1>[CH3:1][O:3][C:4](=[O:39])[C:5]1[CH:10]=[CH:9][C:8]([NH:11][C:12](=[O:38])[CH:13]([N:20]2[C:24]3[CH:25]=[C:26]([F:30])[C:27]([F:29])=[CH:28][C:23]=3[N:22]=[C:21]2[C:31]2[CH:36]=[CH:35][C:34]([Cl:37])=[CH:33][CH:32]=2)[CH:14]2[CH2:15][CH2:16][CH2:17][CH2:18][CH2:19]2)=[C:7]([O:54][CH3:53])[CH:6]=1. Procedure: This compound was synthesized in analogy to example 20, intermediate d, from [2-(4-chloro-phenyl)-5,6-difluoro-benzoimidazol-1-yl]-cyclohexyl-acetic acid (example 22, intermediate c), 4-amino-3-methoxy-benzoic acid methyl ester and using pyridine as a base to afford the title compound as a colorless solid (74%). Reactants: compound [ 4-6 ], CC1=C(CCl)C=C(C=C1)C (2,5-dimethylbenzyl chloride), C(C1=CC=CC=C1)N1C=CC2=CC=C(C=C12)CC(=O)O (2-(1-benzyl-1H-indole-6-yl)acetic acid). The product is CC1=C(CN2C=CC3=CC=C(C=C23)CC(=O)O)C=C(C=C1)C (2-[1-(2,5-dimethylbenzyl)-1H-indole-6-yl]acetic acid), C(C1=CC=CC=C1)N1C=CC2=CC=C(C=C12)CC(=O)O (2-(1-benzyl-1H-indole-6-yl)acetic acid). Reaction SMILES: [CH3:1][C:2]1[CH:9]=[CH:8][C:7]([CH3:10])=[CH:6][C:3]=1[CH2:4]Cl.[CH2:11]([N:18]1[C:26]2[C:21](=[CH:22][CH:23]=[C:24]([CH2:27][C:28]([OH:30])=[O:29])[CH:25]=2)[CH:20]=[CH:19]1)[C:12]1[CH:17]=[CH:16][CH:15]=[CH:14][CH:13]=1>>[CH3:1][C:2]1[CH:9]=[CH:8][C:7]([CH3:10])=[CH:6][C:3]=1[CH2:4][N:18]1[C:26]2[C:21](=[CH:22][CH:23]=[C:24]([CH2:27][C:28]([OH:30])=[O:29])[CH:25]=2)[CH:20]=[CH:19]1.[CH2:11]([N:18]1[C:26]2[C:21](=[CH:22][CH:23]=[C:24]([CH2:27][C:28]([OH:30])=[O:29])[CH:25]=2)[CH:20]=[CH:19]1)[C:12]1[CH:13]=[CH:14][CH:15]=[CH:16][CH:17]=1. Procedure details: The titled compound (26 mg) as a white solid was prepared from the compound [4-6] obtained in the process (6) of Example 4 (100 mg) and 2,5-dimethylbenzyl chloride according to the method of the process (7) of Example 4.